From a dataset of the Open Reaction Database (ORD), a public repository of structured organic reaction records. describe an organic reaction: reactants, conditions, products, and yield Reactants: NCCN(CC)CCNC1=NC(=CC=C1)Br (N-(2-aminoethyl)-N-[2-[N-(6-bromopyridin-2-yl)amino]ethyl]-N-ethylamine), C(C)N(CCOC=1C(=NC=CC1)F)CCNC(=O)C1=NC2=CC=C(C=C2N=C1)I (N-[2-[N-ethyl-N-[2-(2-fluoropyridin-3-yloxy)ethyl]amino]ethyl]-6-iodoquinoxaline-2-carboxamide). Yields the product BrC1=CC=CC(=N1)NCCN(CC)CCNC(=O)C1=NC2=CC=C(C=C2N=C1)I (N-[2-[N-[2-[(6-bromopyridin-2-yl)amino]ethyl]-N-(ethyl)amino]ethyl]-6-iodoquinoxaline-2-carboxamide). Isolated yield 70.0%. Reaction SMILES: [NH2:1][CH2:2][CH2:3][N:4]([CH2:7][CH2:8][NH:9][C:10]1[CH:15]=[CH:14][CH:13]=[C:12]([Br:16])[N:11]=1)[CH2:5][CH3:6].C(N(CCN[C:33]([C:35]1[CH:44]=[N:43][C:42]2[C:37](=[CH:38][CH:39]=[C:40]([I:45])[CH:41]=2)[N:36]=1)=[O:34])CCOC1C(F)=NC=CC=1)C>>[Br:16][C:12]1[N:11]=[C:10]([NH:9][CH2:8][CH2:7][N:4]([CH2:3][CH2:2][NH:1][C:33]([C:35]2[CH:44]=[N:43][C:42]3[C:37](=[CH:38][CH:39]=[C:40]([I:45])[CH:41]=3)[N:36]=2)=[O:34])[CH2:5][CH3:6])[CH:15]=[CH:14][CH:13]=1. Procedure details: This compound was prepared, starting from compound 62 (120 mg, 0.42 mmol), according to the procedure developed for compound 10. Reaction time under reflux: 7 h; the purification was performed using column chromatography (Al2O3, CH2Cl2/EtOH, 99/1, v/v) to give compound 63 (166 mg, 0.33 mmol) as a yellow solid. Yield 70%; Rf (Al2O3, CH2Cl2/EtOH, 99/1, v/v) 0.34; mp 49-51° C.; IR (KBr) ν 1160, 1594, 1671, 2750-3000, 3200-3400 cm−1: 1H NMR (400 MHz, CDCl3) δ 1.04 (t, 3H, J=7.1 Hz), 2.64 (q, 2H, J=7...